This data is from the Open Reaction Database (ORD), a public repository of structured organic reaction records. The task is: describe an organic reaction: reactants, conditions, products, and yield The reactants are O=[N+]([O-])c1ccc(Br)cc1Br, CN, CCO, O. Product: CNc1cc(Br)ccc1[N+](=O)[O-]. As a reaction SMILES: [Br:1][c:2]1[c:3]([N+:9](=[O:10])[O-:11])[cH:4][cH:5][c:6]([Br:8])[cH:7]1.[CH3:12][NH2:13].[CH3:15][CH2:16][OH:17].[OH2:14]>>[c:2]1([NH:13][CH3:12])[c:3]([N+:9](=[O:10])[O-:11])[cH:4][cH:5][c:6]([Br:8])[cH:7]1.